This data is from the Open Reaction Database (ORD), a public repository of structured organic reaction records. The task is: describe an organic reaction: reactants, conditions, products, and yield Reactants: CN1CC(N(CC1)CC(=O)C1=CC=C(C=C1)Cl)C1=CC=CC=C1 (1-methyl-3-phenyl-4-(4-chlorophenacyl) piperazine), 2.9, [BH4-].[Na+] (sodium borohydride), [Cl-].[Na+] (sodium chloride). The solvent is C(C)O (ethanol). Run at time 2 hour. Product: CN1CC(N(CC1)CC(C1=CC=C(C=C1)Cl)O)C1=CC=CC=C1 (1-methyl-3-phenyl-4-[2-hydroxy-2-(4-chlorophenyl)ethyl]piperazine). Isolated yield 63.6%. Reaction SMILES: [CH3:1][N:2]1[CH2:7][CH2:6][N:5]([CH2:8][C:9]([C:11]2[CH:16]=[CH:15][C:14]([Cl:17])=[CH:13][CH:12]=2)=[O:10])[CH:4]([C:18]2[CH:23]=[CH:22][CH:21]=[CH:20][CH:19]=2)[CH2:3]1.[BH4-].[Na+].[Cl-].[Na+]>C(O)C>[CH3:1][N:2]1[CH2:7][CH2:6][N:5]([CH2:8][CH:9]([OH:10])[C:11]2[CH:16]=[CH:15][C:14]([Cl:17])=[CH:13][CH:12]=2)[CH:4]([C:18]2[CH:23]=[CH:22][CH:21]=[CH:20][CH:19]=2)[CH2:3]1 |f:1.2,3.4|. Procedure: To a stirred solution of 25 g (0.076 mol) of the 1-methyl-3-phenyl-4-(4-chlorophenacyl) piperazine in 450 ml of ethanol was added in portions 2.9 (0.076 mol) of sodium borohydride. The resulting mixture was stirred at ambient temperature for 2 hours, poured into 50% aqueous sodium chloride and extracted with ethyl acetate. The organic extracts were combined, washed with water and saturated sodium chloride and dried over sodium sulfate. The resulting crude product obtained from concentration of t... Solvent: O (water), C(C)(=O)OCC (ethyl acetate), O (water). Reactants: BrC=1C=C2C(=NN(C2=CC1F)C(C1=CC=CC=C1)(C1=CC=CC=C1)C1=CC=CC=C1)\C=C\C1=CC=C(C=C1)F (5-bromo-6-fluoro-3-[(E)-2-(4-fluorophenyl)vinyl]-1-trityl-1H-indazole), C(C1=CC=CC=C1)(C1=CC=CC=C1)(C1=CC=CC=C1)N1N=CC(=C1)B(O)O (1-tritylpyrazole-4-boronic acid), O.O.O.O.O.O.O.O.[OH-].[Ba+2].[OH-] (barium hydroxide octahydrate), C(OC)COC (dimethoxyethane). Conditions: time 1 hour. Yields the product C(C)(=O)N1N=CC(=C1)C=1C=C2C(=NN(C2=CC1F)C(C)=O)\C=C\C1=CC=C(C=C1)F (1-{5-(1-Acetyl-1H-pyrazol-4-yl)-6-fluoro-3-[(E)-2-(4-fluorophenyl)vinyl]-1H-indazol-1-yl}ethanone). The reagents and catalysts are C=1C=CC(=CC1)[P](C=2C=CC=CC2)(C=3C=CC=CC3)[Pd]([P](C=4C=CC=CC4)(C=5C=CC=CC5)C=6C=CC=CC6)([P](C=7C=CC=CC7)(C=8C=CC=CC8)C=9C=CC=CC9)[P](C=1C=CC=CC1)(C=1C=CC=CC1)C=1C=CC=CC1 (tetrakis(triphenylphosphine)palladium(0)). Procedure details: A solution of 40 mg of 5-bromo-6-fluoro-3-[(E)-2-(4-fluorophenyl)vinyl]-1-trityl-1H-indazole, 29.4 mg of 1-tritylpyrazole-4-boronic acid, 4 mg of tetrakis(triphenylphosphine)palladium(0) and 32.8 mg of barium hydroxide octahydrate in a mixture of dimethoxyethane:water=0.6 mL:0.1 mL was stirred at 80° C. for a day. The solution was diluted with ethyl acetate and water, and the organic layer was washed with saturated brine and dried over anhydrous magnesium sulfate. Then the solvent was evaporated... As a reaction SMILES: Br[C:2]1[CH:3]=[C:4]2[C:8](=[CH:9][C:10]=1[F:11])[N:7](C(C1C=CC=CC=1)(C1C=CC=CC=1)C1C=CC=CC=1)[N:6]=[C:5]2/[CH:31]=[CH:32]/[C:33]1[CH:38]=[CH:37][C:36]([F:39])=[CH:35][CH:34]=1.[C:40]([N:59]1[CH:63]=[C:62](B(O)O)[CH:61]=[N:60]1)(C1C=CC=CC=1)(C1C=CC=CC=1)[C:41]1C=CC=CC=1.[OH2:67].O.O.O.O.O.O.O.[OH-].[Ba+2].[OH-].[CH2:78]([CH2:81][O:82]C)OC>C(OCC)(=O)C.O.C1C=CC([P]([Pd]([P](C2C=CC=CC=2)(C2C=CC=CC=2)C2C=CC=CC=2)([P](C2C=CC=CC=2)(C2C=CC=CC=2)C2C=CC=CC=2)[P](C2C=CC=CC=2)(C2C=CC=CC=2)C2C=CC=CC=2)(C2C=CC=CC=2)C2C=CC=CC=2)=CC=1>[C:40]([N:59]1[CH:63]=[C:62]([C:2]2[CH:3]=[C:4]3[C:8](=[CH:9][C:10]=2[F:11])[N:7]([C:81](=[O:82])[CH3:78])[N:6]=[C:5]3/[CH:31]=[CH:32]/[C:33]2[CH:38]=[CH:37][C:36]([F:39])=[CH:35][CH:34]=2)[CH:61]=[N:60]1)(=[O:67])[CH3:41] |f:2.3.4.5.6.7.8.9.10.11.12,^1:94,96,115,134|. The reactants are mixture, FC(C(=O)O)(F)F (trifluoroacetic acid), C(Cl)Cl (DCM), CC1(C2=C(CN(C1)C(=O)OC(C)(C)C)C(=NN2)C(F)(F)F)C (tert. butyl 7,7-dimethyl-3-trifluoromethyl-1,4,6,7-tetrahydro-pyrazolo[4,3-c]pyridine-5-carboxylate), tert. butyl 4-hydrazone-3,3-dimethyl-5-(2,2,2-trifluoro-acetyl)-piperidine-1-carboxylate. Run at time 2 hour. Yields the product Cl.CC1(C2=C(CNC1)C(=NN2)C(F)(F)F)C (7,7-dimethyl-3-trifluoromethyl-4,5,6,7-tetrahydro-1H-pyrazolo[4,3-c]-pyridin-hydrochloride). As a reaction SMILES: [CH3:1][C:2]1([CH3:22])[CH2:7][N:6](C(OC(C)(C)C)=O)[CH2:5][C:4]2[C:15]([C:18]([F:21])([F:20])[F:19])=[N:16][NH:17][C:3]1=2.FC(F)(F)C(O)=O.C(Cl)[Cl:31]>>[ClH:31].[CH3:1][C:2]1([CH3:22])[CH2:7][NH:6][CH2:5][C:4]2[C:15]([C:18]([F:21])([F:19])[F:20])=[N:16][NH:17][C:3]1=2 |f:3.4|. Procedure: 0.37 g (0.52 mmol) of a mixture of tert. butyl 7,7-dimethyl-3-trifluoromethyl-1,4,6,7-tetrahydro-pyrazolo[4,3-c]pyridine-5-carboxylate and tert. butyl 4-hydrazone-3,3-dimethyl-5-(2,2,2-trifluoro-acetyl)-piperidine-1-carboxylate in 8.0 mL DCM was combined with 4.0 mL trifluoroacetic acid and stirred for 2 h at RT. Then the reaction mixture was evaporated down, the residue was dissolved in EtOH, mixed with 0.90 mL (1.1 mmol) of a 1.25 molar ethanolic hydrochloric acid and co-evaporated again. The ...